This data is from the Open Reaction Database (ORD), a public repository of structured organic reaction records. The task is: describe an organic reaction: reactants, conditions, products, and yield Starting materials: Cc1cc([N+](=O)[O-])c(OC(C)C)cc1Br, COc1cccc(OC)c1-c1ccccc1P(C1CCCCC1)C1CCCCC1, [K+], [K+], [K+], C1COCCO1, O, O=P([O-])([O-])[O-], OB(O)c1ccncc1. Product: Cc1cc([N+](=O)[O-])c(OC(C)C)cc1-c1ccncc1. RXN SMILES: [Br:1][c:2]1[c:3]([CH3:15])[cH:4][c:5]([N+:12](=[O:13])[O-:14])[c:6]([O:8][CH:9]([CH3:10])[CH3:11])[cH:7]1.[CH:25]1([P:26]([CH:27]2[CH2:28][CH2:29][CH2:30][CH2:31][CH2:32]2)[c:33]2[cH:34][cH:35][cH:36][cH:37][c:38]2-[c:39]2[c:40]([O:41][CH3:42])[cH:43][cH:44][cH:45][c:46]2[O:47][CH3:48])[CH2:49][CH2:50][CH2:51][CH2:52][CH2:53]1.[K+:59].[K+:60].[K+:61].[O:63]1[CH2:64][CH2:65][O:66][CH2:67][CH2:68]1.[OH2:62].[P:54]([O-:55])([O-:56])([O-:57])=[O:58].[n:16]1[cH:17][cH:18][c:19]([B:22]([OH:23])[OH:24])[cH:20][cH:21]1>>[c:2]1(-[c:19]2[cH:18][cH:17][n:16][cH:21][cH:20]2)[c:3]([CH3:15])[cH:4][c:5]([N+:12](=[O:13])[O-:14])[c:6]([O:8][CH:9]([CH3:10])[CH3:11])[cH:7]1.